Dataset: the Open Reaction Database (ORD), a public repository of structured organic reaction records. Task: describe an organic reaction: reactants, conditions, products, and yield Starting materials: CC(C)(OC(=O)NC(C(=O)OCC1=CC(=CC(=C1)C)C)CC1=CNC2=CC=CC=C12)C (3,5-Dimethylbenzyl 2-(1,1-dimethylethoxycarbonylamino)-3-(3-indolyl)propionate), Cl (hydrochloric acid). Run in O1CCCC1 (tetrahydrofuran). Reaction conditions: time 16 hour. Product: Cl.NC(C(=O)OCC1=CC(=CC(=C1)C)C)CC1=CNC2=CC=CC=C12 (3,5-dimethylbenzyl 2-amino-3-(3-indolyl)propionate hydrochloride). Reaction SMILES: CC(C)(OC([NH:7][CH:8]([CH2:21][C:22]1[C:30]2[C:25](=[CH:26][CH:27]=[CH:28][CH:29]=2)[NH:24][CH:23]=1)[C:9]([O:11][CH2:12][C:13]1[CH:18]=[C:17]([CH3:19])[CH:16]=[C:15]([CH3:20])[CH:14]=1)=[O:10])=O)C.[ClH:32]>O1CCCC1>[ClH:32].[NH2:7][CH:8]([CH2:21][C:22]1[C:30]2[C:25](=[CH:26][CH:27]=[CH:28][CH:29]=2)[NH:24][CH:23]=1)[C:9]([O:11][CH2:12][C:13]1[CH:14]=[C:15]([CH3:20])[CH:16]=[C:17]([CH3:19])[CH:18]=1)=[O:10] |f:3.4|. Reported procedure: 3,5-Dimethylbenzyl 2-(1,1-dimethylethoxycarbonylamino)-3-(3-indolyl)propionate (1.0 g) was dissolved in dry tetrahydrofuran (20 ml). Saturated methanolic hydrochloric acid (10 ml) was added and the reaction was stirred for 16 hours. The solvent was removed in vacuo and the residue was recrystallised from ethanol/diethyl ether to yield 3,5-dimethylbenzyl 2-amino-3-(3-indolyl)propionate hydrochloride (0.71 g), m.p. 213°-214° C. 1H NMR (360 MHz D6DMSO) δ11.09 (1H, s), 8.64 (1H, s), 7.51 (1H, d, J=7...